This data is from the Open Reaction Database (ORD), a public repository of structured organic reaction records. The task is: describe an organic reaction: reactants, conditions, products, and yield Reactants: C(C)OC=1N(C(=C(N1)C1=NC=NN1C1=CC=C(C#N)C=C1)C)C1=CC(=CC=C1)C(F)(F)F (4-{5-[2-Ethoxy-5-methyl-1-(3-trifluoromethyl-phenyl)-1H-imidazol-4-yl]-[1,2,4]triazol-1-yl}-benzonitrile), C(C)OC=1N(C(=C(N1)C1=NC=NN1C1=CC=C(C#N)C=C1)C)C1=CC(=CC=C1)C(F)(F)F (4-{5-[2-Ethoxy-5-methyl-1-(3-trifluoromethyl-phenyl)-1H-imidazol-4-yl]-[1,2,4]triazol-1-yl}-benzonitrile), Cl (HCl). Solvent: CC(=O)C (acetone). Product: CC1=C(NC(N1C1=CC(=CC=C1)C(F)(F)F)=O)C1=NC=NN1C1=CC=C(C#N)C=C1 (4-{5-[5-Methyl-2-oxo-1-(3-trifluoromethyl-phenyl)-2,3-dihydro-1H-imidazol-4-yl]-[1,2,4]triazol-1-yl}-benzonitrile). Reaction SMILES: C([O:3][C:4]1[N:5]([C:23]2[CH:28]=[CH:27][CH:26]=[C:25]([C:29]([F:32])([F:31])[F:30])[CH:24]=2)[C:6]([CH3:22])=[C:7]([C:9]2[N:13]([C:14]3[CH:21]=[CH:20][C:17]([C:18]#[N:19])=[CH:16][CH:15]=3)[N:12]=[CH:11][N:10]=2)[N:8]=1)C.Cl>CC(C)=O>[CH3:22][C:6]1[N:5]([C:23]2[CH:28]=[CH:27][CH:26]=[C:25]([C:29]([F:31])([F:32])[F:30])[CH:24]=2)[C:4](=[O:3])[NH:8][C:7]=1[C:9]1[N:13]([C:14]2[CH:15]=[CH:16][C:17]([C:18]#[N:19])=[CH:20][CH:21]=2)[N:12]=[CH:11][N:10]=1. Procedure: 4-{5-[2-Ethoxy-5-methyl-1-(3-trifluoromethyl-phenyl)-1H-imidazol-4-yl]-[1,2,4]triazol-1-yl}-benzonitrile (Intermediate 14, 130 mg, 0.30 mmol), acetone (4 ml) and 5M HCl (3 ml) were heated together at 60° C. for 2 h and allowed to cool. The acetone was removed in vacuo and the aqueous solution basified with NaHCO3 solution. The reactants are OC1=C(N)C=CC(=C1)C (2-hydroxy 4-methyl aniline), BrC1=C(C=CC=C1)N=C=O (2-bromo phenyl isocyanate). Yields the product OC1=C(C=CC(=C1)C)NC(=O)NC1=C(C=CC=C1)Br (N-(2-hydroxy 4-methyl phenyl) N′-(2-bromo phenyl)urea). RXN SMILES: [OH:1][C:2]1[CH:8]=[C:7]([CH3:9])[CH:6]=[CH:5][C:3]=1[NH2:4].[Br:10][C:11]1[CH:16]=[CH:15][CH:14]=[CH:13][C:12]=1[N:17]=[C:18]=[O:19]>>[OH:1][C:2]1[CH:8]=[C:7]([CH3:9])[CH:6]=[CH:5][C:3]=1[NH:4][C:18]([NH:17][C:12]1[CH:13]=[CH:14][CH:15]=[CH:16][C:11]=1[Br:10])=[O:19]. Reported procedure: The urea was prepared from 2-hydroxy 4-methyl aniline (0.274 g, 2 mmol) and 2-bromo phenyl isocyanate (0.40 g, 2 mmol) by general Method B. It was purified by dilution of the DMF solution with methylene chloride and precipitation with hexane (249 mg, 39%). EI-MS m/z 319 (M−H)− Reactants: N[C@H]1CC[C@H](CC1)NC(=O)C1=CNC2=C1N=CN=C2C2=C(C=CC=1OCOC12)OCCOC (cis-4-[5-(2-methoxy-ethoxy)-benzo[1,3]dioxol-4-yl]-5H-pyrrolo[3,2-d]pyrimidine-7-carboxylic acid (4-amino-cyclohexyl)-amide), COCC(=O)Cl (methoxy-acetyl chloride). Yields the product COCC(=O)N[C@H]1CC[C@H](CC1)NC(=O)C1=CNC2=C1N=CN=C2C2=C(C=CC=1OCOC12)OCCOC (cis-4-[5-(2-Methoxy-ethoxy)-benzo[1,3]dioxol-4-yl]-5H-pyrrolo[3,2-d]pyrimidine-7-carboxylic acid [4-(2-methoxy-acetylamino)-cyclohexyl]-amide). RXN SMILES: [NH2:1][C@@H:2]1[CH2:7][CH2:6][C@H:5]([NH:8][C:9]([C:11]2[C:15]3[N:16]=[CH:17][N:18]=[C:19]([C:20]4[C:28]5[O:27][CH2:26][O:25][C:24]=5[CH:23]=[CH:22][C:21]=4[O:29][CH2:30][CH2:31][O:32][CH3:33])[C:14]=3[NH:13][CH:12]=2)=[O:10])[CH2:4][CH2:3]1.[CH3:34][O:35][CH2:36][C:37](Cl)=[O:38]>>[CH3:34][O:35][CH2:36][C:37]([NH:1][C@@H:2]1[CH2:3][CH2:4][C@H:5]([NH:8][C:9]([C:11]2[C:15]3[N:16]=[CH:17][N:18]=[C:19]([C:20]4[C:28]5[O:27][CH2:26][O:25][C:24]=5[CH:23]=[CH:22][C:21]=4[O:29][CH2:30][CH2:31][O:32][CH3:33])[C:14]=3[NH:13][CH:12]=2)=[O:10])[CH2:6][CH2:7]1)=[O:38]. Procedure details: Starting from cis-4-[5-(2-methoxy-ethoxy)-benzo[1,3]dioxol-4-yl]-5H-pyrrolo[3,2-d]pyrimidine-7-carboxylic acid (4-amino-cyclohexyl)-amide (example A186) and methoxy-acetyl chloride the title compound was obtained as colorless solid. Reaction SMILES: [CH3:18][CH2:19][OH:20].[CH:14]([O-:15])=[O:16].[CH:1]([CH3:2])([CH3:3])[O:4][c:5]1[n:6][cH:7][cH:8][cH:9][c:10]1[N+:11]([O-:12])=[O:13].[NH4+:17].[OH-:21].[OH-:23].[Pd+2:22]>>[CH:1]([CH3:2])([CH3:3])[O:4][c:5]1[n:6][cH:7][cH:8][cH:9][c:10]1[NH2:11]. Product: CC(C)Oc1ncccc1N. Reactants: CCO, O=C[O-], CC(C)Oc1ncccc1[N+](=O)[O-], [NH4+], [OH-], [OH-], [Pd+2]. The reactants are BrC=1C(=NC=C(C1)Br)C(CNC(C1=C(C=CC=C1)C(F)(F)F)=O)=NOCC (N-[2-(3,5-dibromopyridin-2-yl)-2-(ethoxyimino)ethyl]-2-(trifluoromethyl)benzamide), quartz. Run in C(C)#N (acetonitrile). The product is BrC=1C(=NC=C(C1)Br)\C(\CNC(C1=C(C=CC=C1)C(F)(F)F)=O)=N/OCC ((Z)—N-[2-(3,5-dibromopyridin-2-yl)-2-(ethoxyimino)ethyl]-2-(trifluoromethyl)benzamide). Isolated yield 64.1%. Reaction SMILES: [Br:1][C:2]1[C:3]([C:9](=[N:24][O:25][CH2:26][CH3:27])[CH2:10][NH:11][C:12](=[O:23])[C:13]2[CH:18]=[CH:17][CH:16]=[CH:15][C:14]=2[C:19]([F:22])([F:21])[F:20])=[N:4][CH:5]=[C:6]([Br:8])[CH:7]=1>C(#N)C>[Br:1][C:2]1[C:3](/[C:9](=[N:24]\[O:25][CH2:26][CH3:27])/[CH2:10][NH:11][C:12](=[O:23])[C:13]2[CH:18]=[CH:17][CH:16]=[CH:15][C:14]=2[C:19]([F:21])([F:20])[F:22])=[N:4][CH:5]=[C:6]([Br:8])[CH:7]=1. Procedure details: 195 mg of N-[2-(3,5-dibromopyridin-2-yl)-2-(ethoxyimino)ethyl]-2-(trifluoromethyl)benzamide was dissolved in 3 ml of acetonitrile, and the solution was irradiated with light for 12 hours in a quartz cell (manufactured by Fine, 4 clear windows for spectroscopy) using a 100 W high-pressure mercury lamp (manufactured by USHIO INC., lamp: UM-102, power supply: UM-103B-B). After completion of the reaction, the solvent was evaporated under reduced pressure, and the resulting residue was purified by si... Reactants: S(=O)(Cl)Cl (thionyl chloride), S(=O)(Cl)Cl (thionyl chloride), BrC1=C(C=CC=C1)CC(=O)O (o-bromophenylacetic acid). Run in C1=CC=CC=C1 (benzene), C1=CC=CC=C1 (benzene). Reaction conditions: time 3 hour. The product is BrC1=C(C=CC=C1)CC(=O)Cl (o-Bromophenylacetyl chloride). Reaction SMILES: [Br:1][C:2]1[CH:7]=[CH:6][CH:5]=[CH:4][C:3]=1[CH2:8][C:9]([OH:11])=O.S(Cl)([Cl:14])=O>C1C=CC=CC=1>[Br:1][C:2]1[CH:7]=[CH:6][CH:5]=[CH:4][C:3]=1[CH2:8][C:9]([Cl:14])=[O:11]. Procedure: For 3 hours, 21 g (0.098 mole) of o-bromophenylacetic acid was refluxed in 100 ml of anhydrous benzene and 23.5 g (0.198 mole) of thionyl chloride. After completion of the reaction, benzene and unreacted thionyl chloride were removed by distillation under reduced pressure so that unreacted thionyl chloride was removed as completely as possible. The solvent is C(C)#N (acetonitrile). Conditions: time 20 minute. As a reaction SMILES: [CH2:1]([N:5]1[C:13]2[C:8](=[N:9][C:10]([Cl:15])=[N:11][C:12]=2[Cl:14])[N:7]=[C:6]1Cl)[C:2]#[C:3][CH3:4].C(=O)(O)[O-].[Na+].[N:22]1([C:28]([O:30][C:31]([CH3:34])([CH3:33])[CH3:32])=[O:29])[CH2:27][CH2:26][NH:25][CH2:24][CH2:23]1>C(#N)C>[CH2:1]([N:5]1[C:13]2[C:8](=[N:9][C:10]([Cl:15])=[N:11][C:12]=2[Cl:14])[N:7]=[C:6]1[N:25]1[CH2:24][CH2:23][N:22]([C:28]([O:30][C:31]([CH3:34])([CH3:33])[CH3:32])=[O:29])[CH2:27][CH2:26]1)[C:2]#[C:3][CH3:4] |f:1.2|. Procedure details: A mixture of 2.4 g of 7-(2-butynyl)-2,6,8-trichloro-7H-purine, 1.46 g of sodium bicarbonate, 2.43 g of t-butyl piperazine-1-carboxylate, and 45 ml of acetonitrile was stirred at room temperature for 2 hours and 20 minutes. Then, 0.73 g of sodium bicarbonate and 1.21 g of t-butyl piperazine-1-carboxylate were added, and the resulting mixture was stirred at room temperature for 1 hour. The reaction mixture was extracted with ethyl acetate-water, and the organic layer was washed with 1N hydrochlori... Reactants: C(C#CC)N1C(=NC2=NC(=NC(=C12)Cl)Cl)Cl (7-(2-butynyl)-2,6,8-trichloro-7H-purine), C([O-])(O)=O.[Na+] (sodium bicarbonate), N1(CCNCC1)C(=O)OC(C)(C)C (t-butyl piperazine-1-carboxylate), C([O-])(O)=O.[Na+] (sodium bicarbonate), N1(CCNCC1)C(=O)OC(C)(C)C (t-butyl piperazine-1-carboxylate). Yields the product C(C#CC)N1C(=NC2=NC(=NC(=C12)Cl)Cl)N1CCN(CC1)C(=O)OC(C)(C)C (t-Butyl 4-[7-(2-butynyl)-2,6-dichloro-7H-purin-8-yl]piperazine-1-carboxy late). Yield: 81.0%.